From a dataset of the Open Reaction Database (ORD), a public repository of structured organic reaction records. describe an organic reaction: reactants, conditions, products, and yield The reactants are CN(CC(=O)OCC)C1CCCN(C2=C1C=CC=C2)C(C2=CC=C(C=C2)NC(C2=C(C=CC=C2)C)=O)=O (5-(N-Methyl-N-ethoxycarbonylmethylamino)-1-[4-(2-methylbenzoylamino)benzoyl]-2,3,4,5-tetrahydro-1H-benzazepine), N (ammonia). Run in CO (methanol). Conditions: temperature 100 celsius. Product: CN(CC(N)=O)C1CCCN(C2=C1C=CC=C2)C(C2=CC=C(C=C2)NC(C2=C(C=CC=C2)C)=O)=O (5-(N-methyl-N-carbamoylmethylamino)-1-[4-(2-methylbenzoylamino)benzoyl]-2,3,4,5-tetrahydro-1H-benzazepine). As a reaction SMILES: [CH3:1][N:2]([CH:9]1[C:15]2[CH:16]=[CH:17][CH:18]=[CH:19][C:14]=2[N:13]([C:20](=[O:37])[C:21]2[CH:26]=[CH:25][C:24]([NH:27][C:28](=[O:36])[C:29]3[CH:34]=[CH:33][CH:32]=[CH:31][C:30]=3[CH3:35])=[CH:23][CH:22]=2)[CH2:12][CH2:11][CH2:10]1)[CH2:3][C:4](OCC)=[O:5].[NH3:38]>CO>[CH3:1][N:2]([CH:9]1[C:15]2[CH:16]=[CH:17][CH:18]=[CH:19][C:14]=2[N:13]([C:20](=[O:37])[C:21]2[CH:26]=[CH:25][C:24]([NH:27][C:28](=[O:36])[C:29]3[CH:34]=[CH:33][CH:32]=[CH:31][C:30]=3[CH3:35])=[CH:23][CH:22]=2)[CH2:12][CH2:11][CH2:10]1)[CH2:3][C:4](=[O:5])[NH2:38]. Reported procedure: 5-(N-Methyl-N-ethoxycarbonylmethylamino)-1-[4-(2-methylbenzoylamino)benzoyl]-2,3,4,5-tetrahydro-1H-benzazepine (0.6 g) is dissolved in saturated solution of ammonia in methanol (20 ml), and the mixture is heated at 100° C. for 8 hours in a sealed tube. The reaction solution is concentrated and the resulting residue is purified by silica gel column chromatography (eluent; dichloromethane:methanol=30:1) to give 5-(N-methyl-N-carbamoylmethylamino)-1-[4-(2-methylbenzoylamino)benzoyl]-2,3,4,5-tetrahy... Reactants: CCOC(=O)CCCN(CC(=O)OCC)C(C)(C)C, CC(C)(C)[O-], [K+], C1CCOC1. Product: CCOC(=O)C1CCN(C(C)(C)C)CC1=O. As a reaction SMILES: [C:1]([CH3:2])([CH3:3])([CH3:4])[N:5]([CH2:6][CH2:7][CH2:8][C:9](=[O:10])[O:11][CH2:12][CH3:13])[CH2:14][C:15]([O:17][CH2:16][CH3:18])=[O:19].[CH3:20][C:21]([CH3:22])([O-:23])[CH3:24].[K+:25].[O:26]1[CH2:27][CH2:28][CH2:29][CH2:30]1>>[C:1]([CH3:2])([CH3:3])([CH3:4])[N:5]1[CH2:6][CH2:7][CH:8]([C:9](=[O:10])[O:11][CH2:12][CH3:13])[C:15](=[O:17])[CH2:14]1. Reactants: BrC1=NN=C2N1CCN(C2)C(=O)C2=C(C(=CC=C2)C(F)(F)F)Cl (3-bromo-7-{[2-chloro-3-(trifluoromethyl)phenyl]carbonyl}-5,6,7,8-tetrahydro[1,2,4]triazolo[4,3-a]pyrazine), C([O-])([O-])=O.[Na+].[Na+] (sodium carbonate), C1(=CC=CC=C1)B(O)O (phenylboronic acid). Reagents/catalysts: Cl[Pd]([P](C1=CC=CC=C1)(C2=CC=CC=C2)C3=CC=CC=C3)([P](C4=CC=CC=C4)(C5=CC=CC=C5)C6=CC=CC=C6)Cl (dichlorobis(triphenylphosphine)palladium(II)). Solvent: O (water), COCCOC (1,2-dimethoxyethane). Yields the product ClC1=C(C=CC=C1C(F)(F)F)C(=O)N1CC=2N(CC1)C(=NN2)C2=CC=CC=C2 (7-{[2-chloro-3-(trifluoromethyl)phenyl]carbonyl}-3-phenyl-5,6,7,8-tetrahydro[1,2,4]triazolo[4,3-a]pyrazine). RXN SMILES: Br[C:2]1[N:6]2[CH2:7][CH2:8][N:9]([C:11]([C:13]3[CH:18]=[CH:17][CH:16]=[C:15]([C:19]([F:22])([F:21])[F:20])[C:14]=3[Cl:23])=[O:12])[CH2:10][C:5]2=[N:4][N:3]=1.C(=O)([O-])[O-].[Na+].[Na+].[C:30]1(B(O)O)[CH:35]=[CH:34][CH:33]=[CH:32][CH:31]=1>COCCOC.O.Cl[Pd](Cl)([P](C1C=CC=CC=1)(C1C=CC=CC=1)C1C=CC=CC=1)[P](C1C=CC=CC=1)(C1C=CC=CC=1)C1C=CC=CC=1>[Cl:23][C:14]1[C:15]([C:19]([F:22])([F:21])[F:20])=[CH:16][CH:17]=[CH:18][C:13]=1[C:11]([N:9]1[CH2:8][CH2:7][N:6]2[C:2]([C:30]3[CH:35]=[CH:34][CH:33]=[CH:32][CH:31]=3)=[N:3][N:4]=[C:5]2[CH2:10]1)=[O:12] |f:1.2.3,^1:48,67|. Reported procedure: To 3-bromo-7-{[2-chloro-3-(trifluoromethyl)phenyl]carbonyl}-5,6,7,8-tetrahydro[1,2,4]triazolo[4,3-a]pyrazine (0.150 g, 0.366 mmol, e.g. see Example 1 for methods of preparation) in 1,2-dimethoxyethane (DME) (3 mL) was added aqueous sodium carbonate solution (1.9 mL, 1 M) followed by phenylboronic acid (0.067 g, 0.549 mmol, commercially available e.g. from Sigma-Aldrich or Strem Chemicals) and dichlorobis(triphenylphosphine)palladium(II) (0.013 g, 0.018 mmol). The reaction mixture was heated at r... Reactants: BrCCCCCCBr, C#CCCCCO, [Na+], [OH-], O. Yields the product C#CCCCCOCCCCCCBr. RXN SMILES: [Br:8][CH2:9][CH2:10][CH2:11][CH2:12][CH2:13][CH2:14][Br:15].[CH2:1]([CH2:2][CH2:3][CH2:4][C:5]#[CH:6])[OH:7].[Na+:17].[OH-:16].[OH2:18]>>[CH2:1]([CH2:2][CH2:3][CH2:4][C:5]#[CH:6])[O:7][CH2:9][CH2:10][CH2:11][CH2:12][CH2:13][CH2:14][Br:15].